This data is from the Open Reaction Database (ORD), a public repository of structured organic reaction records. The task is: describe an organic reaction: reactants, conditions, products, and yield Reactants: CC(C)(C)OC(=O)N1CCC(C(=O)O)CC1, CNOC, CN(C)C=O, Cl, O, On1nnc2ccccc21. The product is CON(C)C(=O)C1CCN(C(=O)OC(C)(C)C)CC1. As a reaction SMILES: [C:1]([CH3:2])([CH3:3])([CH3:4])[O:5][C:6](=[O:7])[N:8]1[CH2:9][CH2:10][CH:11]([C:14](=[O:15])[OH:16])[CH2:12][CH2:13]1.[CH3:18][O:19][NH:20][CH3:21].[CH3:33][N:34]([CH3:35])[CH:36]=[O:37].[ClH:17].[OH2:22].[n:23]1([OH:24])[c:25]2[cH:26][cH:27][cH:28][cH:29][c:30]2[n:31][n:32]1>>[C:1]([CH3:2])([CH3:3])([CH3:4])[O:5][C:6](=[O:7])[N:8]1[CH2:9][CH2:10][CH:11]([C:14](=[O:16])[N:20]([O:19][CH3:18])[CH3:21])[CH2:12][CH2:13]1.